Dataset: the Open Reaction Database (ORD), a public repository of structured organic reaction records. Task: describe an organic reaction: reactants, conditions, products, and yield Starting materials: compound, C1(=CC=CC=C1)O (phenol), ClC1=NC=NC2=CC=C(C=C12)I (4-chloro-6-iodo-quinazoline), NC1=NC=CN=C1 (2-amino-pyrazine). Yields the product O(C1=CC=CC=C1)C=1C=C2C(=NC=NC2=CC1)NC1=NC=CN=C1 ((6-Phenoxyquinazolin-4-yl)-pyrazin-2-yl-amine). Reaction SMILES: Cl[C:2]1[C:11]2[C:6](=[CH:7][CH:8]=[C:9](I)[CH:10]=2)[N:5]=[CH:4][N:3]=1.[NH2:13][C:14]1[CH:19]=[N:18][CH:17]=[CH:16][N:15]=1.[C:20]1([OH:26])[CH:25]=[CH:24][CH:23]=[CH:22][CH:21]=1>>[O:26]([C:9]1[CH:10]=[C:11]2[C:6](=[CH:7][CH:8]=1)[N:5]=[CH:4][N:3]=[C:2]2[NH:13][C:14]1[CH:19]=[N:18][CH:17]=[CH:16][N:15]=1)[C:20]1[CH:25]=[CH:24][CH:23]=[CH:22][CH:21]=1. Procedure details: The compound of Example 4 was manufactured by the same method as in Example 1, by a similar method thereto or by a combination of such a method with a conventional method using 4-chloro-6-iodo-quinazoline, 2-amino-pyrazine and phenol. The reactants are C(=O)(OC(C)(C)C)N[C@@H](C)C(N)=S (BOC-alanine-thioamide), ClCC(C)=O (chloroacetone), C([O-])([O-])=O.[Ca+2] (calcium carbonate). Solvent: C(C)O (ethanol). Yields the product CC=1N=C(SC1)C(C)NC(OC(C)(C)C)=O (tert-butyl 1-(4-methylthiazol-2-yl)ethylcarbamate). The yield is 48.0%. As a reaction SMILES: [C:1]([NH:8][C@H:9]([C:11](=[S:13])[NH2:12])[CH3:10])([O:3][C:4]([CH3:7])([CH3:6])[CH3:5])=[O:2].Cl[CH2:15][C:16](=O)[CH3:17].C(=O)([O-])[O-].[Ca+2]>C(O)C>[CH3:17][C:16]1[N:12]=[C:11]([CH:9]([NH:8][C:1](=[O:2])[O:3][C:4]([CH3:7])([CH3:5])[CH3:6])[CH3:10])[S:13][CH:15]=1 |f:2.3|. Procedure: A mixture of BOC-alanine-thioamide (1.39 g, 6.81 mmoles), chloroacetone (0.65 mL, 8.18 mmoles) and calcium carbonate (1.0 g, 10.22 mmoles) were refluxed in ethanol (25 mL) for 4 h. The reaction was cooled to room temperature and quenched with 2OmL of saturated aq. NaHCO3 solution. Ethanol was evaporated under reduced pressure and extracted with ethyl acetate (2×30 mL). The combined organic layers was dried over Na2SO4 and concentrated. The residue was chromatographed on silica gel (20% ethyl ace... The reactants are C1CCOC1, COc1ccccc1C(=O)O, CN1CCN([NH-])CC1, [Li+], O=C(O)c1ccccc1F. The product is CN1CCN(c2ccccc2C(=O)O)CC1. As a reaction SMILES: [CH2:31]1[O:32][CH2:33][CH2:34][CH2:35]1.[CH3:11][O:12][c:13]1[c:14]([C:15](=[O:16])[OH:17])[cH:18][cH:19][cH:20][cH:21]1.[CH3:22][N:23]1[CH2:24][CH2:25][N:26]([NH-:29])[CH2:27][CH2:28]1.[Li+:30].[OH:1][C:2](=[O:3])[c:4]1[cH:5][cH:6][cH:7][cH:8][c:9]1[F:10]>>[OH:1][C:2](=[O:3])[c:4]1[cH:5][cH:6][cH:7][cH:8][c:9]1[N:26]1[CH2:25][CH2:24][N:23]([CH3:22])[CH2:28][CH2:27]1. Reactants: BrC1=CC=C2C=C(C(=C(C2=C1)C1=CC=C(C=C1)Cl)C(C(=O)OCC)=O)C (ethyl 2-(7-bromo-1-(4-chlorophenyl)-3-methylnaphthalen-2-yl)-2-oxoacetate), B1(N2CCC[C@@H]2C(O1)(C3=CC=CC=C3)C4=CC=CC=C4)C ((R)-2-methyl-CBS-oxazaborolidine), [B]1OC2=CC=CC=C2O1 (catecholborane). Solvent: C1(=CC=CC=C1)C (toluene), C1(=CC=CC=C1)C (toluene). Conditions: time 1 hour. The product is BrC1=CC=C2C=C(C(=C(C2=C1)C1=CC=C(C=C1)Cl)C(C(=O)OCC)O)C (ethyl 2-(7-bromo-1-(4-chlorophenyl)-3-methylnaphthalen-2-yl)-2-hydroxyacetate). Reaction SMILES: [Br:1][C:2]1[CH:11]=[C:10]2[C:5]([CH:6]=[C:7]([CH3:26])[C:8]([C:19](=[O:25])[C:20]([O:22][CH2:23][CH3:24])=[O:21])=[C:9]2[C:12]2[CH:17]=[CH:16][C:15]([Cl:18])=[CH:14][CH:13]=2)=[CH:4][CH:3]=1.B1(C)OC(C2C=CC=CC=2)(C2C=CC=CC=2)[C@@H]2N1CCC2.[B]1OC2C(=CC=CC=2)O1>C1(C)C=CC=CC=1>[Br:1][C:2]1[CH:11]=[C:10]2[C:5]([CH:6]=[C:7]([CH3:26])[C:8]([CH:19]([OH:25])[C:20]([O:22][CH2:23][CH3:24])=[O:21])=[C:9]2[C:12]2[CH:13]=[CH:14][C:15]([Cl:18])=[CH:16][CH:17]=2)=[CH:4][CH:3]=1 |^1:47|. Procedure: To a solution of ethyl 2-(7-bromo-1-(4-chlorophenyl)-3-methylnaphthalen-2-yl)-2-oxoacetate (1.6 g, 2.78 mmol) and (R)-2-methyl-CBS-oxazaborolidine (116 mg, 0.42 mmol) in anhydrous toluene at −40° C. was added a solution of catecholborane (355 μL, 3.34 mmol) in toluene (1.6 mL) over 15 minutes. The reaction mixture was stirred for 1 hour and quenched with sodium carbonate solution, diluted with ethyl acetate and stirred vigorously for 20 minutes at room temperature. The aqueous layer was removed ...